Dataset: the Open Reaction Database (ORD), a public repository of structured organic reaction records. Task: describe an organic reaction: reactants, conditions, products, and yield Reactants: BrC1=CC=C(C=C1)[N+](=O)[O-] (1-bromo-4-nitrobenzene), BrC1=CC(=CC=C1)C (1-bromo-3-methylbenzene). Product: NC1=CC=C(C=C1)C1=CC(=CC=C1)C (4-Amino-3′-methylbiphenyl). Reaction SMILES: Br[C:2]1[CH:7]=[CH:6][C:5]([N+:8]([O-])=O)=[CH:4][CH:3]=1.Br[C:12]1[CH:17]=[CH:16][CH:15]=[C:14]([CH3:18])[CH:13]=1>>[NH2:8][C:5]1[CH:6]=[CH:7][C:2]([C:12]2[CH:17]=[CH:16][CH:15]=[C:14]([CH3:18])[CH:13]=2)=[CH:3][CH:4]=1. Procedure details: The title compound was prepared by Suzuki coupling of 1-bromo-4-nitrobenzene and 1-bromo-3-methylbenzene.